Dataset: the Open Reaction Database (ORD), a public repository of structured organic reaction records. Task: describe an organic reaction: reactants, conditions, products, and yield The reactants are [OH-].[Na+] (sodium hydroxide), NC[C@@H]1[C@H](C[C@@H](O1)N1C(=O)N=C(N)C(=C1)Br)O (5'-amino-5-bromo-2',5'-dideoxycytidine), BrC1=C(C=CC=C1)CC(=O)Cl ((2-bromophenyl)acetyl chloride), acid. Run in O (water), ClCCl (dichloromethane). Reaction conditions: time 10 minute. Product: BrC=1C(=NC(N([C@H]2C[C@H](O)[C@@H](CNC(CC3=C(C=CC=C3)Br)=O)O2)C1)=O)N (5-bromo-5'-[2-(2-bromophenyl)acetamido]-2',5'-dideoxycytidine). As a reaction SMILES: [OH-].[Na+].[NH2:3][CH2:4][C@H:5]1[O:9][C@@H:8]([N:10]2[CH:17]=[C:16]([Br:18])[C:14]([NH2:15])=[N:13][C:11]2=[O:12])[CH2:7][C@@H:6]1[OH:19].[Br:20][C:21]1[CH:26]=[CH:25][CH:24]=[CH:23][C:22]=1[CH2:27][C:28](Cl)=[O:29]>O.ClCCl>[Br:18][C:16]1[C:14]([NH2:15])=[N:13][C:11](=[O:12])[N:10]([CH:17]=1)[C@@H:8]1[O:9][C@H:5]([CH2:4][NH:3][C:28](=[O:29])[CH2:27][C:22]2[CH:23]=[CH:24][CH:25]=[CH:26][C:21]=2[Br:20])[C@@H:6]([OH:19])[CH2:7]1 |f:0.1|. Reported procedure: 0.84 ml of a 1M sodium hydroxide solution was added to a solution of 256 mg of 5'-amino-5-bromo-2',5'-dideoxycytidine in 3.3 ml of water. A solution of (2-bromophenyl)acetyl chloride (prepared from 185 mg of the acid) in 5 ml of dichloromethane was added, the mixture was shaken vigorously for 10 minutes and then filtered. The solid was recrystallized from 30 ml of ethanol to give 44 mg of 5-bromo-5'-[2-(2-bromophenyl)acetamido]-2',5'-dideoxycytidine in the form of a white solid of melting point ...